From a dataset of the Open Reaction Database (ORD), a public repository of structured organic reaction records. describe an organic reaction: reactants, conditions, products, and yield The reactants are COC(=O)C(O)CNC(=O)c1ccc(CN(C(=O)Nc2ccc(OC(F)(F)F)c(C(O[SiH](C)C)C(C)(C)C)c2)c2ccc(C3CCCCC3)cc2)cc1, CCO, [Na+], [OH-]. Yields the product C[SiH](C)OC(c1cc(NC(=O)N(Cc2ccc(C(=O)NCC(O)C(=O)O)cc2)c2ccc(C3CCCCC3)cc2)ccc1OC(F)(F)F)C(C)(C)C. As a reaction SMILES: [CH3:1][O:2][C:3]([CH:4]([CH2:5][NH:6][C:7]([c:8]1[cH:9][cH:10][c:11]([CH2:14][N:15]([C:16](=[O:17])[NH:18][c:19]2[cH:20][c:21]([CH:30]([O:31][SiH:32]([CH3:33])[CH3:34])[C:35]([CH3:36])([CH3:37])[CH3:38])[c:22]([O:25][C:26]([F:27])([F:28])[F:29])[cH:23][cH:24]2)[c:39]2[cH:40][cH:41][c:42]([CH:45]3[CH2:46][CH2:47][CH2:48][CH2:49][CH2:50]3)[cH:43][cH:44]2)[cH:12][cH:13]1)=[O:51])[OH:52])=[O:53].[CH3:56][CH2:57][OH:58].[Na+:55].[OH-:54]>>[O:2]=[C:3]([CH:4]([CH2:5][NH:6][C:7]([c:8]1[cH:9][cH:10][c:11]([CH2:14][N:15]([C:16](=[O:17])[NH:18][c:19]2[cH:20][c:21]([CH:30]([O:31][SiH:32]([CH3:33])[CH3:34])[C:35]([CH3:36])([CH3:37])[CH3:38])[c:22]([O:25][C:26]([F:27])([F:28])[F:29])[cH:23][cH:24]2)[c:39]2[cH:40][cH:41][c:42]([CH:45]3[CH2:46][CH2:47][CH2:48][CH2:49][CH2:50]3)[cH:43][cH:44]2)[cH:12][cH:13]1)=[O:51])[OH:52])[OH:53]. Reactants: C(C=C)OC(=O)N1[C@@H](C[C@H](C1)O)CCN1N=CN=C1 ((2R,4R)-1-Allyloxycarbonyl-4-hydroxy-2-[2-(1,2, 4-triazol-1-yl)ethyl]pyrrolidine), C1(=CC=CC=C1)P(C1=CC=CC=C1)C1=CC=CC=C1 (triphenylphosphine), N(=NC(=O)OCC)C(=O)OCC (diethyl azodicarboxylate), C(C1=CC=CC=C1)(=S)O (thiobenzoic acid). Solvent: O1CCCC1 (tetrahydrofuran). The product is C(C=C)OC(=O)N1[C@@H](C[C@@H](C1)SC(C1=CC=CC=C1)=O)CCN1N=CN=C1 ((2R,4S)-1-allyloxycarbonyl-4-benzoylthio-2-[2-(1,2, 4-triazol-1-yl)ethyl]pyrrolidine). RXN SMILES: [CH2:1]([O:4][C:5]([N:7]1[CH2:11][C@H:10](O)[CH2:9][C@H:8]1[CH2:13][CH2:14][N:15]1[CH:19]=[N:18][CH:17]=[N:16]1)=[O:6])[CH:2]=[CH2:3].C1(P(C2C=CC=CC=2)C2C=CC=CC=2)C=CC=CC=1.N(C(OCC)=O)=NC(OCC)=O.[C:51]([OH:59])(=[S:58])[C:52]1[CH:57]=[CH:56][CH:55]=[CH:54][CH:53]=1>O1CCCC1>[CH2:1]([O:4][C:5]([N:7]1[CH2:11][C@@H:10]([S:58][C:51](=[O:59])[C:52]2[CH:57]=[CH:56][CH:55]=[CH:54][CH:53]=2)[CH2:9][C@H:8]1[CH2:13][CH2:14][N:15]1[CH:19]=[N:18][CH:17]=[N:16]1)=[O:6])[CH:2]=[CH2:3]. Procedure details: (2R,4R)-1-Allyloxycarbonyl-4-hydroxy-2-[2-(1,2, 4-triazol-1-yl)ethyl]pyrrolidine (5.82 g) was reacted with triphenylphosphine (8.62 g), diethyl azodicarboxylate (5.17 ml) and thiobenzoic acid (4.64 ml) in tetrahydrofuran (58 ml) in the same manner as Preparation 3-6) to give (2R,4S)-1-allyloxycarbonyl-4-benzoylthio-2-[2-(1,2, 4-triazol-1-yl)ethyl]pyrrolidine (7.92 g) as a yellow paste. Reactants: FC1=CC=C(C=C1)S(=O)(=O)C=1C=CC2=C(C1)C=1CNCCC1O2 (8-(4-fluorophenylsulfonyl)-1,2,3,4-tetrahydrobenzofuro[3,2-c]pyridine), hydrochloride salt, Cl (HCl). The solvent is CO (methanol), CO (methanol). Product: Cl.FC1=CC=C(C=C1)S(=O)(=O)C=1C=CC2=C(C1)C=1CNCCC1O2 (8-(4-fluorophenylsulfonyl)-1,2,3,4-tetrahydrobenzofuro[3,2-c]pyridine hydrochloride). Reaction SMILES: [F:1][C:2]1[CH:7]=[CH:6][C:5]([S:8]([C:11]2[CH:12]=[CH:13][C:14]3[O:23][C:22]4[CH2:21][CH2:20][NH:19][CH2:18][C:17]=4[C:15]=3[CH:16]=2)(=[O:10])=[O:9])=[CH:4][CH:3]=1.[ClH:24]>CO>[ClH:24].[F:1][C:2]1[CH:7]=[CH:6][C:5]([S:8]([C:11]2[CH:12]=[CH:13][C:14]3[O:23][C:22]4[CH2:21][CH2:20][NH:19][CH2:18][C:17]=4[C:15]=3[CH:16]=2)(=[O:9])=[O:10])=[CH:4][CH:3]=1 |f:3.4|. Reported procedure: The product of step B (60 mg, 0.10 mmol) was converted to hydrochloride salt by dissolving in methanol and treating with 1.25 M HCl in methanol. The reaction mixture was concentrated in vacuo to give 8-(4-fluorophenylsulfonyl)-1,2,3,4-tetrahydrobenzofuro[3,2-c]pyridine hydrochloride (60 mg, 90%, AUC HPLC>99%) as a white solid: mp 270-280° C. <<MP data>>; 1H NMR (CD3OD, 300 MHz) δ 8.27 (d, J=1.8 Hz, 1H), 8.10-8.00 (m, 2H), 7.95 (dd, J=8.7, 2.1 Hz, 1H), 7.71 (d, J=8.7 Hz, 1H), 7.36-7.25 (m, 2H), 4... The reactants are Intermediate 15, Intermediate 30, Cl.C(C1=CC=CC=C1)OOC1=C(C=CC=C1)NC1CCNCC1 ((2-benzyloxyoxy-phenyl)-piperidin-4-yl-amine hydrochloride), C(C1=CC=CC=C1)OC1=C(OC2CCN(CC2)C(CNC(=O)C2=NNC(=C2)C2=CC=CC=C2)=O)C=CC=C1 (5-phenyl-1H-pyrazole-3-carboxylic acid {2-[4-(2-benzyloxy-phenoxy)-piperidin-1-yl]-2-oxo-ethyl}-amide). Reagents/catalysts: [Pd] (Pd/C). The solvent is CO.O (MeOH H2O). Conditions: time 2 hour. Product: OC1=C(OC2CCN(CC2)C(CNC(=O)C2=NNC(=C2)C2=CC=CC=C2)=O)C=CC=C1 (5-phenyl-1H-pyrazole-3-carboxylic acid {2-[4-(2-hydroxy-phenoxy)-piperidin-1-yl]-2-oxo-ethyl}-amide). Isolated yield 71.5%. Reaction SMILES: C([O:8][C:9]1[CH:38]=[CH:37][CH:36]=[CH:35][C:10]=1[O:11][CH:12]1[CH2:17][CH2:16][N:15]([C:18](=[O:34])[CH2:19][NH:20][C:21]([C:23]2[CH:27]=[C:26]([C:28]3[CH:33]=[CH:32][CH:31]=[CH:30][CH:29]=3)[NH:25][N:24]=2)=[O:22])[CH2:14][CH2:13]1)C1C=CC=CC=1.Cl.C(OOC1C=CC=CC=1NC1CCNCC1)C1C=CC=CC=1>CO.O.[Pd]>[OH:8][C:9]1[CH:38]=[CH:37][CH:36]=[CH:35][C:10]=1[O:11][CH:12]1[CH2:13][CH2:14][N:15]([C:18](=[O:34])[CH2:19][NH:20][C:21]([C:23]2[CH:27]=[C:26]([C:28]3[CH:29]=[CH:30][CH:31]=[CH:32][CH:33]=3)[NH:25][N:24]=2)=[O:22])[CH2:16][CH2:17]1 |f:1.2,3.4|. Reported procedure: 10% Pd/C (10 mg) was added to a stirred solution of 5-phenyl-1H-pyrazole-3-carboxylic acid {2-[4-(2-benzyloxy-phenoxy)-piperidin-1-yl]-2-oxo-ethyl}-amide (prepared from Intermediate 30 and (2-benzyloxyoxy-phenyl)-piperidin-4-yl-amine hydrochloride which was prepared according to the method used for the synthesis of Intermediate 15) (100 mg, 0.2 mmol) in a mixture of MeOH:H2O (1:1, 10 mL) under inert atmosphere and stirring was continued under H2 gas atmosphere for 2 hr. The reaction mixture was ... Starting materials: C[O-], CN(C)C=O, O=Cc1ccc(-c2ccccc2)s1, CCOP(=O)(OCC)C(Cl)c1ccc(Cl)cc1, [Na+]. Yields the product ClC(=Cc1ccc(-c2ccccc2)s1)c1ccc(Cl)cc1. Reaction SMILES: [CH3:31][O-:32].[CH3:34][N:35]([CH3:36])[CH:37]=[O:38].[CH:1](=[O:2])[c:3]1[cH:4][cH:5][c:6](-[c:8]2[cH:9][cH:10][cH:11][cH:12][cH:13]2)[s:7]1.[Cl:14][c:15]1[cH:16][cH:17][c:18]([CH:21]([Cl:22])[P:23](=[O:24])([O:25][CH2:26][CH3:27])[O:28][CH2:29][CH3:30])[cH:19][cH:20]1.[Na+:33]>>[CH:1]([c:3]1[cH:4][cH:5][c:6](-[c:8]2[cH:9][cH:10][cH:11][cH:12][cH:13]2)[s:7]1)=[C:21]([c:18]1[cH:17][cH:16][c:15]([Cl:14])[cH:20][cH:19]1)[Cl:22]. Starting materials: O=C([O-])[O-], CO, CCOC(C)=O, [Cs+], [Cs+], OCc1ccc(CCI)cc1, O=c1cc(Oc2ccccc2)cc[nH]1, CN(C)C=O, O. Yields the product O=c1cc(Oc2ccccc2)ccn1CCc1ccc(CO)cc1. As a reaction SMILES: [C:15](=[O:16])([O-:17])[O-:18].[CH3:32][OH:33].[CH3:39][CH2:40][O:41][C:42]([CH3:43])=[O:44].[Cs+:19].[Cs+:20].[I:21][CH2:22][CH2:23][c:24]1[cH:25][cH:26][c:27]([CH2:30][OH:31])[cH:28][cH:29]1.[O:1]([c:2]1[cH:3][cH:4][cH:5][cH:6][cH:7]1)[c:8]1[cH:9][c:10](=[O:14])[nH:11][cH:12][cH:13]1.[O:34]=[CH:35][N:36]([CH3:37])[CH3:38].[OH2:45]>>[O:1]([c:2]1[cH:3][cH:4][cH:5][cH:6][cH:7]1)[c:8]1[cH:9][c:10](=[O:14])[n:11]([CH2:22][CH2:23][c:24]2[cH:25][cH:26][c:27]([CH2:30][OH:31])[cH:28][cH:29]2)[cH:12][cH:13]1.